From a dataset of the Open Reaction Database (ORD), a public repository of structured organic reaction records. describe an organic reaction: reactants, conditions, products, and yield As a reaction SMILES: [CH3:1][CH:2]1[CH:3]2[CH:4]3[CH2:5][CH2:6][CH:7]([C:22](=[O:23])[NH:24][c:25]4[c:26]([C:31]([F:32])([F:33])[F:34])[cH:27][cH:28][cH:29][cH:30]4)[C:8]3([CH3:9])[CH2:10][CH2:11][CH:12]2[C:13]2([CH3:21])[CH2:14][CH2:15][C:16](=[O:20])[CH2:17][C:18]2=[CH:19]1.[ClH:35].[O:36]1[CH2:37][CH2:38][O:39][CH2:40][CH2:41]1>>[CH3:1][CH:2]1[CH:3]2[CH:4]3[CH2:5][CH2:6][CH:7]([C:22](=[O:23])[NH:24][c:25]4[c:26]([C:31]([F:32])([F:33])[F:34])[cH:27][cH:28][cH:29][cH:30]4)[C:8]3([CH3:9])[CH2:10][CH2:11][CH:12]2[C:13]2([CH3:21])[CH2:14][CH2:15][C:16](=[O:20])[CH:17]=[C:18]2[CH2:19]1. Reactants: CC1C=C2CC(=O)CCC2(C)C2CCC3(C)C(C(=O)Nc4ccccc4C(F)(F)F)CCC3C12, Cl, C1COCCO1. Yields the product CC1CC2=CC(=O)CCC2(C)C2CCC3(C)C(C(=O)Nc4ccccc4C(F)(F)F)CCC3C12. The reactants are NC1=C(C2=CC=CC=C2C=C1)C(=O)O (2-Amino-1-naphthoic acid), C[Si](C)(C)C=[N+]=[N-] (trimethylsilyldiazomethane). Run in C1=CC=CC=C1.CO (benzene CH3OH). Run at time 2.5 hour. Yields the product CC=1C(=C(C2=CC=CC=C2C1)C(=O)O)N (methyl 2-amino-1-naphthoic acid). Yield: 93.9%. RXN SMILES: [NH2:1][C:2]1[CH:11]=[CH:10][C:9]2[C:4](=[CH:5][CH:6]=[CH:7][CH:8]=2)[C:3]=1[C:12]([OH:14])=[O:13].[CH3:15][Si](C=[N+]=[N-])(C)C>C1C=CC=CC=1.CO>[CH3:15][C:11]1[C:2]([NH2:1])=[C:3]([C:12]([OH:14])=[O:13])[C:4]2[C:9]([CH:10]=1)=[CH:8][CH:7]=[CH:6][CH:5]=2 |f:2.3|. Reported procedure: 2-Amino-1-naphthoic acid (3.21 g, 17.2 mmol) in 4:1 benzene/CH3OH (125 mL) was treated with trimethylsilyldiazomethane (9.0 mL, 18.0 mmol, 2.0M solution in hexanes), stirred for 2.5 hours, quenched with acetic acid (0.5 mL), and concentrated. The concentrate was purified by flash column chromatography (4:1 hexanes/ethyl acetate) to provide the desired compound (3.25 g). MS (ESI(+)) m/e 202 (M+H)+; (ESI(−)) m/e 200 (M−H)−.